This data is from the Open Reaction Database (ORD), a public repository of structured organic reaction records. The task is: describe an organic reaction: reactants, conditions, products, and yield Starting materials: FC(C(CC(=O)OCC)=O)(F)F (ethyl 4,4,4-trifluoroacetoacetate), CNN (methyl hydrazine). Solvent: C(C)O (ethanol), C(C)O (ethanol). The product is OC1=CC(=NN1C)C(F)(F)F (5-hydroxy-1-methyl-3-trifluoromethyl-1H-pyrazole). As a reaction SMILES: [F:1][C:2]([F:12])([F:11])[C:3](=O)[CH2:4][C:5](OCC)=[O:6].[CH3:13][NH:14][NH2:15]>C(O)C>[OH:6][C:5]1[N:14]([CH3:13])[N:15]=[C:3]([C:2]([F:12])([F:11])[F:1])[CH:4]=1. Procedure: To ethyl 4,4,4-trifluoroacetoacetate (18 mL, Aldrich) in ethanol (200 mL) was added methyl hydrazine (6.6 mL) in ethanol (50 mL). The mixture was refluxed for 16 h and concentrated in vacuo leaving a white solid. Recrystallization from EtOAc/toluene (50:50) gave pure 5-hydroxy-1-methyl-3-trifluoromethyl-1H-pyrazole. Reactants: COC1CCCCC1O, CCOC(=O)C(=NO)C(C)=O. Product: CCOC(=O)C(=NOC1CCCCC1OC)C(C)=O. As a reaction SMILES: [CH3:12][O:13][CH:14]1[CH:15]([OH:20])[CH2:16][CH2:17][CH2:18][CH2:19]1.[OH:1][N:2]=[C:3]([C:4](=[O:5])[O:6][CH2:7][CH3:8])[C:9]([CH3:10])=[O:11]>>[O:1]([N:2]=[C:3]([C:4](=[O:5])[O:6][CH2:7][CH3:8])[C:9]([CH3:10])=[O:11])[CH:15]1[CH:14]([O:13][CH3:12])[CH2:19][CH2:18][CH2:17][CH2:16]1. Starting materials: CC1CCCN1CC1CCCN1, Cl, Cl, O=C(O)c1ccc(OCc2ccccn2)cc1F, [Li]. Yields the product CC1CCCN1CC1CCCN1C(=O)c1ccc(OCc2ccccn2)cc1F. As a reaction SMILES: [CH3:22][CH:23]1[N:24]([CH2:28][CH:29]2[NH:30][CH2:31][CH2:32][CH2:33]2)[CH2:25][CH2:26][CH2:27]1.[ClH:20].[ClH:21].[F:2][c:3]1[c:4]([C:5](=[O:6])[OH:7])[cH:8][cH:9][c:10]([O:12][CH2:13][c:14]2[n:15][cH:16][cH:17][cH:18][cH:19]2)[cH:11]1.[Li:1]>>[F:2][c:3]1[c:4]([C:5](=[O:7])[N:30]2[CH:29]([CH2:28][N:24]3[CH:23]([CH3:22])[CH2:27][CH2:26][CH2:25]3)[CH2:33][CH2:32][CH2:31]2)[cH:8][cH:9][c:10]([O:12][CH2:13][c:14]2[n:15][cH:16][cH:17][cH:18][cH:19]2)[cH:11]1. Starting materials: O=C(O)C=Cc1ccc(NC2CCN(Cc3ccccc3)C2)nc1, CCN=C=NCCCN(C)C, NOC1CCCCO1, CN(C)C=O, On1nnc2ccccc21. Yields the product O=C(C=Cc1ccc(NC2CCN(Cc3ccccc3)C2)nc1)NOC1CCCCO1. As a reaction SMILES: [CH2:1]([c:2]1[cH:3][cH:4][cH:5][cH:6][cH:7]1)[N:8]1[CH2:9][CH:10]([NH:13][c:14]2[cH:15][cH:16][c:17]([CH:20]=[CH:21][C:22](=[O:23])[OH:24])[cH:18][n:19]2)[CH2:11][CH2:12]1.[CH3:43][CH2:44][N:45]=[C:46]=[N:47][CH2:48][CH2:49][CH2:50][N:51]([CH3:52])[CH3:53].[O:25]1[CH:26]([O:31][NH2:32])[CH2:27][CH2:28][CH2:29][CH2:30]1.[O:54]=[CH:55][N:56]([CH3:57])[CH3:58].[OH:33][n:34]1[c:35]2[c:36]([cH:37][cH:38][cH:39][cH:40]2)[n:41][n:42]1>>[CH2:1]([c:2]1[cH:3][cH:4][cH:5][cH:6][cH:7]1)[N:8]1[CH2:9][CH:10]([NH:13][c:14]2[cH:15][cH:16][c:17]([CH:20]=[CH:21][C:22](=[O:24])[NH:32][O:31][CH:26]3[O:25][CH2:30][CH2:29][CH2:28][CH2:27]3)[cH:18][n:19]2)[CH2:11][CH2:12]1. Starting materials: CN (methylamine), N (ammonia), C(C1=CC=CC=C1)NC1=NC(=NC(=N1)NC)C(Cl)(Cl)Cl (2-benzylamino-4-methylamino-6-(trichloromethyl)-s-triazine). Product: NC1=NC(=NC(=N1)NCC1=CC=CC=C1)C(Cl)(Cl)Cl (2-Amino-4-benzylamino-6-(trichloromethyl)-s-triazine). Reaction SMILES: CN.N.[CH2:4]([NH:11][C:12]1[N:17]=[C:16]([NH:18]C)[N:15]=[C:14]([C:20]([Cl:23])([Cl:22])[Cl:21])[N:13]=1)[C:5]1[CH:10]=[CH:9][CH:8]=[CH:7][CH:6]=1>>[NH2:18][C:16]1[N:17]=[C:12]([NH:11][CH2:4][C:5]2[CH:10]=[CH:9][CH:8]=[CH:7][CH:6]=2)[N:13]=[C:14]([C:20]([Cl:23])([Cl:22])[Cl:21])[N:15]=1. Procedure details: In a similar manner, substituting aqueous methylamine for ammonia, 2-benzylamino-4-methylamino-6-(trichloromethyl)-s-triazine m.p. 86°-87° was prepared. Starting materials: CC1=CC=C(C=C1)S(=O)(=O)O.NCCC(=O)OCC1=CC=CC=C1 (4-methylbenzenesulphonic acid benzyl beta-alaninate), C(OC1=CC=C(C=C1)[N+](=O)[O-])(=O)Cl (4-nitrophenyl chlorocarbonate). Run in O1CCCC1 (tetrahydrofuran). Yields the product [N+](=O)([O-])C1=CC=C(OC(=O)NCCC(=O)OCC2=CC=CC=C2)C=C1 (benzyl N-[(4-nitrophenoxy)carbonyl]-beta-alaninate). RXN SMILES: CC1C=CC(S(O)(=O)=O)=CC=1.[NH2:12][CH2:13][CH2:14][C:15]([O:17][CH2:18][C:19]1[CH:24]=[CH:23][CH:22]=[CH:21][CH:20]=1)=[O:16].[C:25](Cl)(=[O:36])[O:26][C:27]1[CH:32]=[CH:31][C:30]([N+:33]([O-:35])=[O:34])=[CH:29][CH:28]=1>O1CCCC1>[N+:33]([C:30]1[CH:31]=[CH:32][C:27]([O:26][C:25]([NH:12][CH2:13][CH2:14][C:15]([O:17][CH2:18][C:19]2[CH:24]=[CH:23][CH:22]=[CH:21][CH:20]=2)=[O:16])=[O:36])=[CH:28][CH:29]=1)([O-:35])=[O:34] |f:0.1|. Procedure: 200 mg (0.57 mmol) of commercially available 4-methylbenzenesulphonic acid-benzyl beta-alaninate and 229 mg (1.14 mmol) of 4-nitrophenyl chlorocarbonate were taken up in 15 ml of tetrahydrofuran and the reaction mixture was then heated to reflux for 30 min. Subsequently, the reaction mixture was concentrated under reduced pressure and the residue was purified by means of preparative HPLC. After concentration of the corresponding fractions and drying of the residue under high vacuum, 86 mg (44% o...